Dataset: the Open Reaction Database (ORD), a public repository of structured organic reaction records. Task: describe an organic reaction: reactants, conditions, products, and yield Starting materials: N1CCCCC1 (piperidine), NC1=NN=C2N1N=C(C=C2)Cl (3-amino-6-chloro-1,2,4-triazolo[4,3-b]pyridazine). Product: N1(CCCCC1)C=1C=CC=2N(N1)C(=NN2)N (6-piperidin-1-yl-[1,2,4]triazolo[4,3-b]pyridazin-3-amine). RXN SMILES: [NH:1]1[CH2:6][CH2:5][CH2:4][CH2:3][CH2:2]1.[NH2:7][C:8]1[N:12]2[N:13]=[C:14](Cl)[CH:15]=[CH:16][C:11]2=[N:10][N:9]=1>>[N:1]1([C:14]2[CH:15]=[CH:16][C:11]3[N:12]([C:8]([NH2:7])=[N:9][N:10]=3)[N:13]=2)[CH2:6][CH2:5][CH2:4][CH2:3][CH2:2]1. Procedure details: A mixture of piperidine and 3-amino-6-chloro-1,2,4-triazolo[4,3-b]pyridazine was allowed to react by General Synthetic Method 2 to give 6-piperidin-1-yl-[1,2,4]triazolo[4,3-b]pyridazin-3-amine. Reaction SMILES: [C:18](=[O:19])([O-:20])[OH:21].[CH2:1]([c:2]1[cH:3][cH:4][cH:5][cH:6][cH:7]1)[N:8]1[CH2:9][C:10]([CH3:13])([NH:14][C:15](=[O:16])[CH3:17])[CH2:11][CH2:12]1.[CH3:23][CH:24]([CH3:25])[O-:26].[CH3:28][CH:29]([CH3:30])[O-:31].[CH3:32][CH:33]([CH3:34])[O-:35].[CH3:36][CH:37]([CH3:38])[O-:39].[Na+:22].[Ti+4:27].[c:40]1([SiH2:41][c:42]2[cH:43][cH:44][cH:45][cH:46][cH:47]2)[cH:48][cH:49][cH:50][cH:51][cH:52]1>>[CH2:1]([c:2]1[cH:3][cH:4][cH:5][cH:6][cH:7]1)[N:8]1[CH2:9][C:10]([CH3:13])([NH2:14])[CH2:11][CH2:12]1. The reactants are O=C([O-])O, CC(=O)NC1(C)CCN(Cc2ccccc2)C1, CC(C)[O-], CC(C)[O-], CC(C)[O-], CC(C)[O-], [Na+], [Ti+4], c1ccc([SiH2]c2ccccc2)cc1. Yields the product CC1(N)CCN(Cc2ccccc2)C1. Reactants: N (ammonia), O=C1C=C(OC=C1C1=CC=CC=C1)C(=O)OCC (ethyl 4-oxo-5-phenyl-4H-pyran-2-carboxylate). Run in C(C)O (ethanol). Reaction conditions: time 30 minute. Yields the product O=C1C=C(OC=C1C1=CC=CC=C1)C(=O)N (4-oxo-5-phenyl-4H-pyran-2-carboxamide). RXN SMILES: [NH3:1].[O:2]=[C:3]1[C:8]([C:9]2[CH:14]=[CH:13][CH:12]=[CH:11][CH:10]=2)=[CH:7][O:6][C:5]([C:15]([O:17]CC)=O)=[CH:4]1>C(O)C>[O:2]=[C:3]1[C:8]([C:9]2[CH:14]=[CH:13][CH:12]=[CH:11][CH:10]=2)=[CH:7][O:6][C:5]([C:15]([NH2:1])=[O:17])=[CH:4]1. Procedure: Concentrated ammonia solution (40 ml) was added to a stirred suspension of ethyl 4-oxo-5-phenyl-4H-pyran-2-carboxylate (4.8 g) in ethanol (40 ml) at 10°-15° C. The mixture was then stirred for 30 minutes at 10°-15° C. Then the solid product was recrystallised from dimethylformamide-ethanol to give 4-oxo-5-phenyl-4H-pyran-2-carboxamide (mp 245°-248° with decomposition). Reactants: CCOC(=O)c1cnc(C(C)(C)C)nc1-c1cccnc1, [Li+], [OH-], O. Product: CC(C)(C)c1ncc(C(=O)O)c(-c2cccnc2)n1. RXN SMILES: [C:1]([CH3:2])([CH3:3])([CH3:4])[c:5]1[n:6][cH:7][c:8]([C:17](=[O:18])[O:19][CH2:20][CH3:21])[c:9](-[c:11]2[cH:12][n:13][cH:14][cH:15][cH:16]2)[n:10]1.[Li+:23].[OH-:22].[OH2:24]>>[C:1]([CH3:2])([CH3:3])([CH3:4])[c:5]1[n:6][cH:7][c:8]([C:17](=[O:18])[OH:19])[c:9](-[c:11]2[cH:12][n:13][cH:14][cH:15][cH:16]2)[n:10]1. Starting materials: [I-].[Na+] (sodium iodide), CN[C@H]1[C@@H](CCCC1)NC (trans-N,N′-Dimethyl-1,2-cyclohexanediamine), BrC=1C=C(C=C(C1)C)C (5-bromo-m-xylene), solvent, CCCCCCCCCCCC (dodecane). The reagents and catalysts are [Cu]I (CuI). Solvent: C(C)(=O)OCC (Ethyl acetate), C(C)(=O)OCC (ethyl acetate). Conditions: temperature 110 celsius, time 23 hour. The product is IC=1C=C(C=C(C1)C)C (5-Iodo-m-xylene). RXN SMILES: [I-:1].[Na+].CN[C@@H]1CCCC[C@H]1NC.Br[C:14]1[CH:15]=[C:16]([CH3:21])[CH:17]=[C:18]([CH3:20])[CH:19]=1.CCCCCCCCCCCC>C(OCC)(=O)C.[Cu]I>[I:1][C:14]1[CH:15]=[C:16]([CH3:21])[CH:17]=[C:18]([CH3:20])[CH:19]=1 |f:0.1|. Procedure: A Sclenk tube was charged with CuI (9.6 mg, 0.0504 mmol, 5.0 mol %), sodium iodide (fine powder, dried, 300 mg, 2.00 mmol), evacuated and backfilled with argon. trans-N,N′-Dimethyl-1,2-cyclohexanediamine (16 μL, 0.10 mmol, 10 mol %), 5-bromo-m-xylene (136 μL, 1.00 mmol), and solvent (1.0 μL) were added under argon. The Schlenk tube was sealed with a Teflon valve and the reaction mixture was stirred at 110° C. for 23 h. The resulting suspension was allowed to reach room temperature. Ethyl acetate... Reactants: FC1=C(C=CC(=C1)F)[C@]([C@@H](C)N1C(N(CC1)C1=CC=C(C=C1)N1N=NC=C1)=O)(CN1N=CN=C1)O (1-[(1R,2R)-2-(2,4-difluorophenyl)-2-hydroxy-1-methyl-3-(1H-1,2,4-triazol-1-yl)propyl]-3-[4-(1H-1,2,3-triazol-1-yl)phenyl]-2-imidazolidinone), C(OCCl)(OC(C)C)=O (chloromethyl isopropyl carbonate), C(C)#N (acetonitrile). Solvent: C(C)(C)OC(C)C (diisopropyl ether). Run at temperature 100 celsius, time 25 hour. Yields the product [Cl-].FC1=C(C=CC(=C1)F)[C@@](C[NH+]1N=CN(C1)COC(=O)OC(C)C)([C@@H](C)N1C(N(CC1)C1=CC=C(C=C1)N1N=NC=C1)=O)O (1-[(2R,3R)-2-(2,4-difluorophenyl)-2-hydroxy-3-[2-oxo-3-[4-(1H-1,2,3-triazol-1-yl)phenyl]-1-imidazolidinyl]butyl]-4-[(isopropoxycarbonyloxy)methyl]-1H-1,2,4-triazolium chloride). The yield is 2.7%. RXN SMILES: [F:1][C:2]1[CH:7]=[C:6]([F:8])[CH:5]=[CH:4][C:3]=1[C@@:9]([OH:35])([CH2:29][N:30]1[CH:34]=[N:33][CH:32]=[N:31]1)[C@H:10]([N:12]1[CH2:16][CH2:15][N:14]([C:17]2[CH:22]=[CH:21][C:20]([N:23]3[CH:27]=[CH:26][N:25]=[N:24]3)=[CH:19][CH:18]=2)[C:13]1=[O:28])[CH3:11].[C:36](=[O:44])([O:40][CH:41]([CH3:43])[CH3:42])[O:37][CH2:38][Cl:39].C(#N)C>C(OC(C)C)(C)C>[Cl-:39].[F:1][C:2]1[CH:7]=[C:6]([F:8])[CH:5]=[CH:4][C:3]=1[C@:9]([OH:35])([C@H:10]([N:12]1[CH2:16][CH2:15][N:14]([C:17]2[CH:18]=[CH:19][C:20]([N:23]3[CH:27]=[CH:26][N:25]=[N:24]3)=[CH:21][CH:22]=2)[C:13]1=[O:28])[CH3:11])[CH2:29][NH+:30]1[CH2:34][N:33]([CH2:38][O:37][C:36]([O:40][CH:41]([CH3:43])[CH3:42])=[O:44])[CH:32]=[N:31]1 |f:4.5|. Procedure details: A mixture of 1-[(1R,2R)-2-(2,4-difluorophenyl)-2-hydroxy-1-methyl-3-(1H-1,2,4-triazol-1-yl)propyl]-3-[4-(1H-1,2,3-triazol-1-yl)phenyl]-2-imidazolidinone(o.5 g), chloromethyl isopropyl carbonate (3.2 g) and acetonitrile (1 ml) was stirred for 25 hours at 100° C. After having been cooled, the mixture was diluted with diisopropyl ether (10 ml), and the resulting powder was collected by filtration and subjected to the silica gel column chromatography (eluent: ethyl acetate→acetone→acetone/ethanol=10...